From a dataset of the Open Reaction Database (ORD), a public repository of structured organic reaction records. describe an organic reaction: reactants, conditions, products, and yield Reactants: ClC1=CC=C(OCC(O)[C@H]2N(CCC2)C([C@H]2N(CCC2)C(CCC2=CC=CC=C2)=O)=O)C=C1 ((2S)-2-[2-(4-chlorophenoxy)-1-hydroxyethyl]-1-[N-(3-phenylpropionyl)-L-prolyl]pyrrolidine), ice water. Solvent: CS(=O)C (DMSO), CS(=O)C (DMSO). Run at time 1 hour. Product: ClC1=CC=C(OCC(=O)[C@H]2N(CCC2)C([C@H]2N(CCC2)C(CCC2=CC=CC=C2)=O)=O)C=C1 ((2S)-2-(4-Chlorophenoxyacetyl)-1-[N-(3-phenylpropionyl)-L-prolyl]pyrrolidine). Yield: 53.7%. Reaction SMILES: [Cl:1][C:2]1[CH:33]=[CH:32][C:5]([O:6][CH2:7][CH:8]([C@@H:10]2[CH2:14][CH2:13][CH2:12][N:11]2[C:15](=[O:31])[C@@H:16]2[CH2:20][CH2:19][CH2:18][N:17]2[C:21](=[O:30])[CH2:22][CH2:23][C:24]2[CH:29]=[CH:28][CH:27]=[CH:26][CH:25]=2)[OH:9])=[CH:4][CH:3]=1>CS(C)=O>[Cl:1][C:2]1[CH:33]=[CH:32][C:5]([O:6][CH2:7][C:8]([C@@H:10]2[CH2:14][CH2:13][CH2:12][N:11]2[C:15](=[O:31])[C@@H:16]2[CH2:20][CH2:19][CH2:18][N:17]2[C:21](=[O:30])[CH2:22][CH2:23][C:24]2[CH:25]=[CH:26][CH:27]=[CH:28][CH:29]=2)=[O:9])=[CH:4][CH:3]=1. Reported procedure: To a solution of (2S)-2-[2-(4-chlorophenoxy)-1-hydroxyethyl]-1-[N-(3-phenylpropionyl)-L-prolyl]pyrrolidine (1.59 g) in DMSO (10 ml) was dropwise added a solution of sulfur trioxide-pyridine complex (2.69 g) in DMSO (10 ml), followed by 1 hour's stirring at room temperature. The reaction mixture was poured into ice-water and extracted with ethyl acetate. The organic layer was washed with 1N hydrochloric acid, saturated aqueous solution of sodium bicarbonate and saturated brine, dried over anhydro... The reactants are BrCC1=C2N=C(C(=NC2=CC(=C1)[N+](=O)[O-])OC)OC (5-bromomethyl-2,3-dimethoxy-7-nitro-quinoxaline), NC1=CC=NC=C1 (4-aminopyridine). Solvent: ClCCl (dichloromethane), ClCCl (dichloromethane), C(C)#N (acetonitrile). Run at time 3.5 hour. Yields the product [Br-].NC1=CC=[N+](C=C1)CC1=C2N=C(C(=NC2=CC(=C1)[N+](=O)[O-])OC)OC (4-Amino-1-(2,3-dimethoxy-7-nitro-quinoxalin-5-ylmethyl)-pyridinium bromide). RXN SMILES: [Br:1][CH2:2][C:3]1[CH:12]=[C:11]([N+:13]([O-:15])=[O:14])[CH:10]=[C:9]2[C:4]=1[N:5]=[C:6]([O:18][CH3:19])[C:7]([O:16][CH3:17])=[N:8]2.[NH2:20][C:21]1[CH:26]=[CH:25][N:24]=[CH:23][CH:22]=1>ClCCl.C(#N)C>[Br-:1].[NH2:20][C:21]1[CH:26]=[CH:25][N+:24]([CH2:2][C:3]2[CH:12]=[C:11]([N+:13]([O-:15])=[O:14])[CH:10]=[C:9]3[C:4]=2[N:5]=[C:6]([O:18][CH3:19])[C:7]([O:16][CH3:17])=[N:8]3)=[CH:23][CH:22]=1 |f:4.5|. Reported procedure: A solution of 197 mg (0.6 mmol) of 5-bromomethyl-2,3-dimethoxy-7-nitro-quinoxaline in 2 ml of dichloromethane is added at room temperature to a suspension of 282 mg (3 mmol) of 4-aminopyridine in 1 ml of dichloromethane and 3 ml of acetonitrile and the mixture is then stirred for 3.5 hours at room temperature. The resulting precipitate is filtered off and then washed on the filter with a small amount of acetonitrile. The title compound is obtained in the form of a colorless powder. Reactants: NC1=C2C=C[C@H]3[C@@H]4CCC([C@@]4(C)CC[C@@H]3[C@]2(CCC1=O)C)=O (4-aminoandrosta-4,6-dien-3,17-dione), C(C)(=O)OC(C)=O (acetic anhydride), O (water). Solvent: N1=CC=CC=C1 (pyridine). Conditions: temperature 0 celsius, time 90 minute. Yields the product C(C)(=O)NC1=C2C=C[C@H]3[C@@H]4CCC([C@@]4(C)CC[C@@H]3[C@]2(CCC1=O)C)=O (4-acetylaminoandrost-4,6-dien-3,17-dione). As a reaction SMILES: [NH2:1][C:2]1[C:19](=[O:20])[CH2:18][CH2:17][C@@:16]2([CH3:21])[C:3]=1[CH:4]=[CH:5][C@@H:6]1[C@@H:15]2[CH2:14][CH2:13][C@@:11]2([CH3:12])[C@H:7]1[CH2:8][CH2:9][C:10]2=[O:22].[C:23](OC(=O)C)(=[O:25])[CH3:24].O>N1C=CC=CC=1>[C:23]([NH:1][C:2]1[C:19](=[O:20])[CH2:18][CH2:17][C@@:16]2([CH3:21])[C:3]=1[CH:4]=[CH:5][C@@H:6]1[C@@H:15]2[CH2:14][CH2:13][C@@:11]2([CH3:12])[C@H:7]1[CH2:8][CH2:9][C:10]2=[O:22])(=[O:25])[CH3:24]. Procedure details: To a stirred solution of 2.7 g of 4-aminoandrosta-4,6-dien-3,17-dione in 10.8 ml of dry pyridine are added 5.4 ml of acetic anhydride at room temperature dropwise. After 90 minutes of additional stirring, the reaction mixture is cooled to 0° C. and worked up by the addition of cold water, followed by extraction with ethyl acetate. The organic phase is separated, washed with saturated NaCl aqueous solution, dried over Na2SO4 and evaporated in vacuo to yield a residue which is purified by column c... Starting materials: C1(CCCC1)N1CCC(CC1)NC1=NC=CC=N1 (N-(1-cyclopentyl-4-piperidinyl)-2-pyrimidinamine), CC=1C=C(C=CC1)CC(=O)Cl (3-methylbenzeneacetyl chloride), C([O-])([O-])=O.[Na+].[Na+] (sodium carbonate), CC1=C(C=CC=C1)C (dimethylbenzene), CC=1C=C(C=CC1)CC(=O)Cl (3-methylbenzeneacetyl chloride), O (water). Conditions: time 67 hour. Yields the product C(C(=O)O)(=O)O.C1(CCCC1)N1CCC(CC1)N(C(CC1=CC(=CC=C1)C)=O)C1=NC=CC=N1 (N-(1-cyclopentyl-4-piperidinyl)-3-methyl-N-(2-pyrimidinyl)benzeneacetamide ethanedioate). Reaction SMILES: [CH:1]1([N:6]2[CH2:11][CH2:10][CH:9]([NH:12][C:13]3[N:18]=[CH:17][CH:16]=[CH:15][N:14]=3)[CH2:8][CH2:7]2)[CH2:5][CH2:4][CH2:3][CH2:2]1.[CH3:19][C:20]1[CH:21]=[C:22]([CH2:26][C:27](Cl)=[O:28])[CH:23]=[CH:24][CH:25]=1.[C:30](=[O:33])([O-:32])[O-].[Na+].[Na+].CC1C=CC=CC=1C.[OH2:44]>>[C:27]([OH:28])(=[O:44])[C:30]([OH:32])=[O:33].[CH:1]1([N:6]2[CH2:11][CH2:10][CH:9]([N:12]([C:13]3[N:14]=[CH:15][CH:16]=[CH:17][N:18]=3)[C:27](=[O:28])[CH2:26][C:22]3[CH:23]=[CH:24][CH:25]=[C:20]([CH3:19])[CH:21]=3)[CH2:8][CH2:7]2)[CH2:2][CH2:3][CH2:4][CH2:5]1 |f:2.3.4,7.8|. Procedure details: A mixture of 4,5 parts of N-(1-cyclopentyl-4-piperidinyl)-2-pyrimidinamine, 3.4 parts of 3-methylbenzeneacetyl chloride, 2 parts of sodium carbonate and 180 parts of dimethylbenzene is stirred and refluxed for 17 hours. Another 9 parts of 3-methylbenzeneacetyl chloride is added dropwise. Upon completion, stirring is continued for 67 hours at reflux temperature. The reaction mixture is cooled, water is added and the layers are separated. The organic phase is extracted with a diluted hydrochloric ... Product: COc1ccc(C2Sc3cc(Cl)ccc3N(CCN(C)C)C(=O)C2O)cc1. Reaction SMILES: [C:30](=[O:31])([O-:32])[O-:33].[CH3:1][O:2][c:3]1[cH:4][cH:5][c:6]([CH:9]2[S:10][c:11]3[c:12]([cH:18][cH:19][c:20]([Cl:22])[cH:21]3)[NH:13][C:14](=[O:17])[CH:15]2[OH:16])[cH:7][cH:8]1.[CH3:24][N:25]([CH2:26][CH2:27][Cl:28])[CH3:29].[CH3:36][C:37](=[O:38])[CH3:39].[ClH:23].[K+:34].[K+:35]>>[CH3:1][O:2][c:3]1[cH:4][cH:5][c:6]([CH:9]2[S:10][c:11]3[c:12]([cH:18][cH:19][c:20]([Cl:22])[cH:21]3)[N:13]([CH2:27][CH2:26][N:25]([CH3:24])[CH3:29])[C:14](=[O:17])[CH:15]2[OH:16])[cH:7][cH:8]1. The reactants are O=C([O-])[O-], COc1ccc(C2Sc3cc(Cl)ccc3NC(=O)C2O)cc1, CN(C)CCCl, CC(C)=O, Cl, [K+], [K+]. The reactants are 28.4, C(C)N1C(N(C=CC1=O)C1=CC=C(C=C1)[N+](=O)[O-])=O (3-ethyl-1-(4-nitrophenyl)-2,4(1H,3H)-pyrimidinedione), S1C=CC=C1 (thiophene), COCCO (2-methoxyethanol), [H][H] (hydrogen). Reagents/catalysts: [Pt] (platinum-on-charcoal). Solvent: CO (methanol). Product: 16.5, NC1=CC=C(C=C1)N1C(N(C(C=C1)=O)CC)=O (1-(4-aminophenyl)-3-ethyl-2,4(1H,3H)-pyrimidinedione). As a reaction SMILES: [CH2:1]([N:3]1[C:8](=[O:9])[CH:7]=[CH:6][N:5]([C:10]2[CH:15]=[CH:14][C:13]([N+:16]([O-])=O)=[CH:12][CH:11]=2)[C:4]1=[O:19])[CH3:2].S1C=CC=C1.COCCO.[H][H]>CO.[Pt]>[NH2:16][C:13]1[CH:12]=[CH:11][C:10]([N:5]2[CH:6]=[CH:7][C:8](=[O:9])[N:3]([CH2:1][CH3:2])[C:4]2=[O:19])=[CH:15][CH:14]=1. Reported procedure: A mixture of 28.4 parts of 3-ethyl-1-(4-nitrophenyl)-2,4(1H,3H)-pyrimidinedione, 5 parts of a solution of thiophene in methanol 4% and 500 parts of 2-methoxyethanol was hydrogenated at normal pressure and at 50° C. with 3 parts of platinum-on-charcoal catalyst 5%. After the calculated amount of hydrogen was taken up, the catalyst was filtered off and the filtrate was concentrated to a volume of about 150 parts. After cooling, the product was filtered off (the filtrate was set aside) and dried in... Starting materials: [H-].[Na+] (sodium hydride), C(=O)(O)CCCCCCC=1C(CCC1)=O (2-(6-carboxyhexyl)-cyclopent-2-en-1-one), C(C(=O)Cl)(=O)Cl (oxalyl chloride). Run in O1CCCC1 (tetrahydrofuran), O1CCCC1 (tetrahydrofuran). Run at temperature 0 celsius. Yields the product ClC(=O)CCCCCCC=1C(CCC1)=O (2-[6-(chloroformyl)hexyl]cyclopent-2-en-1-one). As a reaction SMILES: [H-].[Na+].[C:3]([CH2:6][CH2:7][CH2:8][CH2:9][CH2:10][CH2:11][C:12]1[C:13](=[O:17])[CH2:14][CH2:15][CH:16]=1)(O)=[O:4].C(Cl)(=O)C([Cl:21])=O>O1CCCC1>[Cl:21][C:3]([CH2:6][CH2:7][CH2:8][CH2:9][CH2:10][CH2:11][C:12]1[C:13](=[O:17])[CH2:14][CH2:15][CH:16]=1)=[O:4] |f:0.1|. Reported procedure: To a suspension of 1.94 g. (0.08 mol) of sodium hydride in 100 ml. of tetrahydrofuran is added with stirring under argon dropwise a solution of 17 g. (0.08 mol) of 2-(6-carboxyhexyl)-cyclopent-2-en-1-one in 160 ml. of tetrahydrofuran. After the addition is complete, the mixture is stirred for 1 hour 15 minutes. The mixture is cooled to 0° C. and 13 ml. of oxalyl chloride is added. The mixture is stirred at 0° C. for 30 minutes and at room temperature for 30 minutes. The solution is diluted with ...